Dataset: the Open Reaction Database (ORD), a public repository of structured organic reaction records. Task: describe an organic reaction: reactants, conditions, products, and yield Reactants: [OH-].[Na+] (NaOH), C(C)OS(=O)(=O)OCC (diethylsulfate), O1C=C(C=C1)C(C#C)O (1-(3-furyl)-1-hydroxy-2-propyne), CCCCCC (hexane). The reagents and catalysts are [Br-].C(CCC)[N+](CCCC)(CCCC)CCCC (tetrabutylammonium bromide). Run in C1CCOC1 (THF). Run at time 3 hour. Yields the product O1C=C(C=C1)C(C#C)OCC (1-(3-furyl)-1-ethoxy-2-propyne). As a reaction SMILES: [O:1]1[CH:5]=[CH:4][C:3]([CH:6]([OH:9])[C:7]#[CH:8])=[CH:2]1.[CH3:10][CH2:11]CCCC.[OH-].[Na+].C(OS(OCC)(=O)=O)C>[Br-].C([N+](CCCC)(CCCC)CCCC)CCC.C1COCC1>[O:1]1[CH:5]=[CH:4][C:3]([CH:6]([O:9][CH2:10][CH3:11])[C:7]#[CH:8])=[CH:2]1 |f:2.3,5.6|. Reported procedure: To a mixture of 1-(3-furyl)-1-hydroxy-2-propyne (20.0 g, 0.163 mol), hexane (200 mL) and THF (25 mL) was added tetrabutylammonium bromide (1.05 g, 0.0032 mol), 50% NaOH (150 mL) and then diethylsulfate (30.0 g, 0.195 mol) at 0° C. The mixture was stirred for 3 hours at room temperature, poured into ice, and extracted with ethyl acetate. The combined organic layers were wasted with brine, dried over Na2SO4 and concentrated in vacuo. The residue was distilled at 70°-84° C. and (10 mmHg) to afford ... The reactants are Cl.C(OCC)=N (ethyl formimidate hydrochloride), C1(=CC=CC=C1)C(C1CCNCC1)C1=CC=CC=C1 (diphenyl-4-piperidylmethane). The solvent is C(C)O (ethanol). Product: O.Cl.C1(=CC=CC=C1)C(C1CCN(CC1)C=N)C1=CC=CC=C1 (4-Diphenylmethyl-1-iminomethylpiperidine hydrochloride hydrate). Reaction SMILES: [ClH:1].[CH:2](=[NH:6])[O:3]CC.[C:7]1([CH:13]([C:20]2[CH:25]=[CH:24][CH:23]=[CH:22][CH:21]=2)[CH:14]2[CH2:19][CH2:18][NH:17][CH2:16][CH2:15]2)[CH:12]=[CH:11][CH:10]=[CH:9][CH:8]=1>C(O)C>[OH2:3].[ClH:1].[C:7]1([CH:13]([C:20]2[CH:25]=[CH:24][CH:23]=[CH:22][CH:21]=2)[CH:14]2[CH2:15][CH2:16][N:17]([CH:2]=[NH:6])[CH2:18][CH2:19]2)[CH:8]=[CH:9][CH:10]=[CH:11][CH:12]=1 |f:0.1,4.5.6|. Reported procedure: A suspension of 27.39 g (0.25 mole) of ethyl formimidate hydrochloride [prepared by the method of Ohme, et al., Angew. Chem. Intl. Ed., 6, 566(1967)] and 52.71 g (0.20 mole) of diphenyl-4-piperidylmethane in 80 ml of freshly-opened absolute ethanol was stirred magnetically under a calcium chloride tube overnight. The suspension was filtered and diethylether was added to the filtrate. The filtrate was stripped to dryness and the resulting oil was crystallized from isopropanol. The solid was then ... Reactants: Brc1ccc(Br)nc1, CC(C)(C)OC(=O)N1CCNCC1, c1ccncc1. Yields the product CC(C)(C)OC(=O)N1CCN(c2ccc(Br)cn2)CC1. As a reaction SMILES: [Br:1][c:2]1[n:3][cH:4][c:5]([Br:8])[cH:6][cH:7]1.[C:9]([CH3:10])([CH3:11])([CH3:12])[O:13][C:14](=[O:15])[N:16]1[CH2:17][CH2:18][NH:19][CH2:20][CH2:21]1.[cH:22]1[cH:23][cH:24][n:25][cH:26][cH:27]1>>[c:2]1([N:19]2[CH2:18][CH2:17][N:16]([C:14]([O:13][C:9]([CH3:10])([CH3:11])[CH3:12])=[O:15])[CH2:21][CH2:20]2)[n:3][cH:4][c:5]([Br:8])[cH:6][cH:7]1. The reactants are CCO, Cc1cc(F)ccc1-c1cc(N2CCCC2CN2C(=O)c3ccccc3C2=O)ncc1N(C)C(=O)C(C)(C)c1cc(C(F)(F)F)cc(C(F)(F)F)c1, NN, [Na+], [OH-], O. Yields the product Cc1cc(F)ccc1-c1cc(N2CCCC2CN)ncc1N(C)C(=O)C(C)(C)c1cc(C(F)(F)F)cc(C(F)(F)F)c1. Reaction SMILES: [CH3:56][CH2:57][OH:58].[F:1][C:2]([c:3]1[cH:4][c:5]([C:13]([C:14](=[O:15])[N:16]([CH3:17])[c:18]2[cH:19][n:20][c:21]([N:32]3[CH:33]([CH2:37][N:38]4[C:39](=[O:40])[c:41]5[c:42]([cH:43][cH:44][cH:45][cH:46]5)[C:47]4=[O:48])[CH2:34][CH2:35][CH2:36]3)[cH:22][c:23]2-[c:24]2[c:25]([CH3:31])[cH:26][c:27]([F:30])[cH:28][cH:29]2)([CH3:49])[CH3:50])[cH:6][c:7]([C:9]([F:10])([F:11])[F:12])[cH:8]1)([F:51])[F:52].[NH2:54][NH2:55].[Na+:60].[OH-:59].[OH2:53]>>[F:1][C:2]([c:3]1[cH:4][c:5]([C:13]([C:14](=[O:15])[N:16]([CH3:17])[c:18]2[cH:19][n:20][c:21]([N:32]3[CH:33]([CH2:37][NH2:38])[CH2:34][CH2:35][CH2:36]3)[cH:22][c:23]2-[c:24]2[c:25]([CH3:31])[cH:26][c:27]([F:30])[cH:28][cH:29]2)([CH3:49])[CH3:50])[cH:6][c:7]([C:9]([F:10])([F:11])[F:12])[cH:8]1)([F:51])[F:52]. Reactants: CC(C)CCCCCCCl, COC(=O)C=Cc1ccc(O)cc1, COC(=O)CCc1ccc(O)cc1. Yields the product COC(=O)CCc1ccc(OCCCCCCC(C)C)cc1. As a reaction SMILES: [CH2:27]([CH2:28][CH2:29][CH2:30][CH2:31][CH2:32][CH:33]([CH3:34])[CH3:35])[Cl:36].[CH3:14][O:15][C:16](=[O:17])[CH:18]=[CH:19][c:20]1[cH:21][cH:22][c:23]([OH:24])[cH:25][cH:26]1.[CH3:1][O:2][C:3]([CH2:4][CH2:5][c:6]1[cH:7][cH:8][c:9]([OH:12])[cH:10][cH:11]1)=[O:13]>>[CH3:1][O:2][C:3]([CH2:4][CH2:5][c:6]1[cH:7][cH:8][c:9]([O:12][CH2:27][CH2:28][CH2:29][CH2:30][CH2:31][CH2:32][CH:33]([CH3:34])[CH3:35])[cH:10][cH:11]1)=[O:13].